The task is: describe an organic reaction: reactants, conditions, products, and yield. This data is from the Open Reaction Database (ORD), a public repository of structured organic reaction records. The reactants are C(C)(C)(C)OC(=O)N1C[C@H](CCC1)OC=1C2=C(N=CN1)N(C=C2)COCC[Si](C)(C)C ((S)-tert-butyl-3-(7-((2-(trimethylsilyl)ethoxy)methyl)-7H-pyrrolo[2,3-d]pyrimidin-4-yloxy)piperidine-1-carboxylate), CCCC[N+](CCCC)(CCCC)CCCC.[F-] (TBAF). The solvent is C1CCOC1 (THF). Product: N1=CN=C(C2=C1NC=C2)O[C@@H]2CN(CCC2)C(=O)OC(C)(C)C ((S)-tert-butyl 3-(7H-pyrrolo[2,3-d]pyrimidin-4-yloxy)piperidine-1-carboxylate). Isolated yield 92.8%. As a reaction SMILES: [C:1]([O:5][C:6]([N:8]1[CH2:13][CH2:12][CH2:11][C@H:10]([O:14][C:15]2[C:16]3[CH:23]=[CH:22][N:21](COCC[Si](C)(C)C)[C:17]=3[N:18]=[CH:19][N:20]=2)[CH2:9]1)=[O:7])([CH3:4])([CH3:3])[CH3:2].CCCC[N+](CCCC)(CCCC)CCCC.[F-]>C1COCC1>[N:18]1[C:17]2[NH:21][CH:22]=[CH:23][C:16]=2[C:15]([O:14][C@H:10]2[CH2:11][CH2:12][CH2:13][N:8]([C:6]([O:5][C:1]([CH3:4])([CH3:3])[CH3:2])=[O:7])[CH2:9]2)=[N:20][CH:19]=1 |f:1.2|. Reported procedure: To a solution of (S)-tert-butyl-3-(7-((2-(trimethylsilyl)ethoxy)methyl)-7H-pyrrolo[2,3-d]pyrimidin-4-yloxy)piperidine-1-carboxylate (0.1 g, 0.22 mmol) in THF (5 mL) was added TBAF (291 mg, 1.1 mmol) and the reaction mixture was refluxed for 5 h. The reaction mixture was cooled and was concentrated in vacuo to give a residue which was partitioned between EtOAc (25 mL) and water (25 mL). The EtOAc layer was separated and the water layer was extracted with EtOAc (3×25 mL). The combined organic laye... Solvent: C(CCC)O (n-butanol). Reactants: BrC=1C=NC=C(C(=O)N)C1 (5-bromonicotinamide), C(=O)C1=CC=C(C=C1)B(O)O (4-formylphenyl boronic acid), COC=1C=CC=C(C1C=2C=CC=CC2P(C3CCCCC3)C4CCCCC4)OC (S-Phos), C(=O)([O-])[O-].[K+].[K+] (K2CO3). Yields the product C(=O)C1=CC=C(C=C1)C=1C=C(C=NC1)C(=O)N (5-(4-formylphenyl)-3-pyridinecarboxamide). RXN SMILES: Br[C:2]1[CH:3]=[N:4][CH:5]=[C:6]([CH:10]=1)[C:7]([NH2:9])=[O:8].[CH:11]([C:13]1[CH:18]=[CH:17][C:16](B(O)O)=[CH:15][CH:14]=1)=[O:12].COC1C=CC=C(OC)C=1C1C=CC=CC=1P(C1CCCCC1)C1CCCCC1.C([O-])([O-])=O.[K+].[K+]>C(O)CCC.CC([O-])=O.CC([O-])=O.[Pd+2]>[CH:11]([C:13]1[CH:18]=[CH:17][C:16]([C:2]2[CH:10]=[C:6]([C:7]([NH2:9])=[O:8])[CH:5]=[N:4][CH:3]=2)=[CH:15][CH:14]=1)=[O:12] |f:3.4.5,7.8.9|. Run at temperature 80 celsius. Reported procedure: A mixture of 5-bromonicotinamide (0.201 g; 1.00 mmol), 4-formylphenyl boronic acid (0.180 g; 1.2 mmol), Pd(OAc)2 (0.0022 g; 0.010 mmol), S-Phos (0.0082 g; 0.020 mmol) and K2CO3 (0.345 g; 2.5 mmol) in n-butanol (3 mL) was sparged with nitrogen ca. 10 min, then heated at 80° C. for 1 h. Upon cooling, the mixture was poured into water, layered with Et2O and sonicated at room temperature ca. 5 min. Solid was collected by filtration, and the cake was air-dried on the filter, affording the title compo... The reagents and catalysts are CC(=O)[O-].CC(=O)[O-].[Pd+2] (Pd(OAc)2). The reactants are C(C1=CC=CC=C1)OCC(CN1C(C=2C(C1=O)=CC=CC2)=O)N=[N+]=[N-] (2-benzyloxymethyl-2-azido-1-phthalimido-ethane), N1=CC=CC=C1.O (pyridine water), S (hydrogen sulphide). The solvent is C(C)(=O)O (acetic acid). Reaction conditions: time 4 hour. The product is NC(CN1C(C=2C(C1=O)=CC=CC2)=O)COCC2=CC=CC=C2 (2-Amino-2-benzyloxymethyl-1-phthalimido-ethane). Yield: 20.0%. Reaction SMILES: [CH2:1]([O:8][CH2:9][CH:10]([N:23]=[N+]=[N-])[CH2:11][N:12]1[C:16](=[O:17])[C:15]2=[CH:18][CH:19]=[CH:20][CH:21]=[C:14]2[C:13]1=[O:22])[C:2]1[CH:7]=[CH:6][CH:5]=[CH:4][CH:3]=1.N1C=CC=CC=1.O.S>C(O)(=O)C>[NH2:23][CH:10]([CH2:9][O:8][CH2:1][C:2]1[CH:7]=[CH:6][CH:5]=[CH:4][CH:3]=1)[CH2:11][N:12]1[C:13](=[O:22])[C:14]2=[CH:21][CH:20]=[CH:19][CH:18]=[C:15]2[C:16]1=[O:17] |f:1.2|. Reported procedure: Into a stirred solution of 2-benzyloxymethyl-2-azido-1-phthalimido-ethane (500 mg, 1.5 mmol) in 4:1 pyridine/water (25 ml) was bubbled hydrogen sulphide, and the reaction was monitored by TLC. After 4 hours, the gas flow was stopped, and the reaction flask sealed. The intense green reaction mixture was stirred for another 17 hours. TLC indicated full conversion of the starting material. Glacial acetic acid was added to pH 7, and the reaction mixture was evaporated to dryness in vacuo. After evap...